This data is from the Open Reaction Database (ORD), a public repository of structured organic reaction records. The task is: describe an organic reaction: reactants, conditions, products, and yield The reactants are 143.5, CN(CCCNC=O)C (N-(3-dimethylaminopropyl)formamide), C(C)(=O)NC1=CC=C(C(CCl)=O)C=C1 (p-acetamidophenacyl cloride). Solvent: O (water). Conditions: time 2 hour. Yields the product [Cl-].C[N+](CCCN)(CC(=O)C1=CC=C(C=C1)N)C (N,N-Dimethyl-N-(p-aminophenacyl)-N-3-aminopropylammonium chloride). Reaction SMILES: [CH3:1][N:2]([CH3:9])[CH2:3][CH2:4][CH2:5][NH:6]C=O.C([NH:13][C:14]1[CH:23]=[CH:22][C:17]([C:18](=[O:21])[CH2:19][Cl:20])=[CH:16][CH:15]=1)(=O)C>O>[Cl-:20].[CH3:1][N+:2]([CH3:9])([CH2:19][C:18]([C:17]1[CH:16]=[CH:15][C:14]([NH2:13])=[CH:23][CH:22]=1)=[O:21])[CH2:3][CH2:4][CH2:5][NH2:6] |f:3.4|. Reported procedure: To a stirred solution of 143.5 parts of N-(3-dimethylaminopropyl)formamide and 700 parts of water is added 249 parts of p-acetamidophenacyl cloride. The mixture is stirred at room temperature for 16 l hours and then at 60°-65° C. for 2 hours. Insoluble material is removed by filtration. The filtrate is combined with one-half its volume of concentrated hydrochloric acid (36% by weight) and the resulting solution is heated at the boil for two hours. The aqueous solution of N,N-dimethyl-N-(p-aminop...